This data is from the Open Reaction Database (ORD), a public repository of structured organic reaction records. The task is: describe an organic reaction: reactants, conditions, products, and yield Starting materials: C1=CC=C(C=C1)CC2=CC=C(C=C2)N (4-aminodiphenylmethane), C(C)OC=C(C(=O)OCC)C(=O)OCC (diethyl ethoxymethylenemalonate), C(C)OCC (ethyl ether). Conditions: temperature 110 celsius. Product: C(C1=CC=CC=C1)C=1C=C2C(C(=CNC2=CC1)C(=O)OCC)=O (Ethyl 6-Benzyl-1,4-Dihydro-4-Oxoquinoline-3-Carboxylate). RXN SMILES: [CH:1]1[CH:6]=[CH:5][C:4]([CH2:7][C:8]2[CH:13]=[CH:12][C:11]([NH2:14])=[CH:10][CH:9]=2)=[CH:3][CH:2]=1.C([O:17][CH:18]=[C:19]([C:25](OCC)=O)[C:20]([O:22][CH2:23][CH3:24])=[O:21])C.C(OCC)C>C1(OC2C=CC=CC=2)C=CC=CC=1>[CH2:7]([C:8]1[CH:13]=[C:12]2[C:11](=[CH:10][CH:9]=1)[NH:14][CH:25]=[C:19]([C:20]([O:22][CH2:23][CH3:24])=[O:21])[C:18]2=[O:17])[C:4]1[CH:3]=[CH:2][CH:1]=[CH:6][CH:5]=1. Reported procedure: A mixture of 4-aminodiphenylmethane (20.3 g) and diethyl ethoxymethylenemalonate (24.3 mL) was heated at 110° C. for 3.5 hr under nitrogen. The resulting mixture was diluted with phenyl ether (50 mL) and heated at 220° C. for 7.5 hr. After cooling, ethyl ether was added to the reaction mixture. The precipitate was collected by filtration, and washed with ethyl ether to afford the title compound (12.6 g) as a pale brown powder: mp 265-270° C.; 1H NMR (400 MHz, CDCl3—CD3OD (1:1, v/v)) δ 1.39 (t, J... Run in C1(=CC=CC=C1)OC1=CC=CC=C1 (phenyl ether).